Dataset: the Open Reaction Database (ORD), a public repository of structured organic reaction records. Task: describe an organic reaction: reactants, conditions, products, and yield Starting materials: CCOCC, CC(C)O, O=C(Cl)OCCl, c1ccncc1. Yields the product CC(C)OC(=O)OCCl. Reaction SMILES: [CH2:17]([O:18][CH2:19][CH3:20])[CH3:21].[CH:1]([CH3:2])([CH3:3])[OH:4].[Cl:5][C:6](=[O:7])[O:8][CH2:9][Cl:10].[cH:11]1[cH:12][cH:13][n:14][cH:15][cH:16]1>>[CH:1]([CH3:2])([CH3:3])[O:4][C:6](=[O:7])[O:8][CH2:9][Cl:10].